This data is from the Open Reaction Database (ORD), a public repository of structured organic reaction records. The task is: describe an organic reaction: reactants, conditions, products, and yield Reactants: CC(C)(C)OC(=O)Nc1cnc(Br)cc1I, ClCCl, O=C(O)C(F)(F)F. Product: Nc1cnc(Br)cc1I. Reaction SMILES: [C:1]([O:2][C:3](=[O:4])[NH:7][c:8]1[cH:9][n:10][c:11]([Br:15])[cH:12][c:13]1[I:14])([CH3:5])([CH3:6])[CH3:16].[Cl:24][CH2:25][Cl:26].[OH:17][C:18]([C:19]([F:20])([F:21])[F:22])=[O:23]>>[NH2:7][c:8]1[cH:9][n:10][c:11]([Br:15])[cH:12][c:13]1[I:14].